Dataset: the Open Reaction Database (ORD), a public repository of structured organic reaction records. Task: describe an organic reaction: reactants, conditions, products, and yield Starting materials: COC(C)(C)C, NC1=NC(c2ccccc2F)(C(F)F)COC1, [K+], [Na+], O=[N+]([O-])[O-], [OH-], O=S(=O)(O)O. Yields the product NC1=NC(c2cc([N+](=O)[O-])ccc2F)(C(F)F)COC1. RXN SMILES: [C:23]([O:24][CH3:25])([CH3:26])([CH3:27])[CH3:28].[F:6][CH:7]([C:8]1([c:15]2[c:16]([F:21])[cH:17][cH:18][cH:19][cH:20]2)[N:9]=[C:10]([NH2:14])[CH2:11][O:12][CH2:13]1)[F:22].[K+:1].[Na+:30].[O-:2][N+:3]([O-:4])=[O:5].[OH-:29].[S:31](=[O:32])(=[O:33])([OH:34])[OH:35]>>[O-:2][N+:3](=[O:5])[c:19]1[cH:18][cH:17][c:16]([F:21])[c:15]([C:8]2([CH:7]([F:6])[F:22])[N:9]=[C:10]([NH2:14])[CH2:11][O:12][CH2:13]2)[cH:20]1. Reactants: C(CC1=CC=CC=C1)O (Phenethyl alcohol), C(CC1=CC=CC=C1)O (phenethyl alcohol), [Al+3].[Cl-].[Cl-].[Cl-] (AlCl3), ClCC(=O)Cl (Chloracetyl chloride), ice. Solvent: ClCCl (dichloromethane), ClCCl (dichloromethane). Run at temperature -10 celsius. The product is ClCC(=O)C1=CC=C(CCO)C=C1 (4-(chloroacetyl)phenethyl alcohol). The yield is 81.9%. Reaction SMILES: [Al+3].[Cl-].[Cl-].[Cl-].[Cl:5][CH2:6][C:7](Cl)=[O:8].[CH2:10]([OH:18])[CH2:11][C:12]1[CH:17]=[CH:16][CH:15]=[CH:14][CH:13]=1>ClCCl>[Cl:5][CH2:6][C:7]([C:15]1[CH:16]=[CH:17][C:12]([CH2:11][CH2:10][OH:18])=[CH:13][CH:14]=1)=[O:8] |f:0.1.2.3|. Reported procedure: Finely ground AlCl3 (92.0 g, 0.69 mol) was mixed with dichloromethane (120 ml) in a flask and cooled to -10° C. Chloracetyl chloride (37.3 g, 0.33 mol) was added to the mixture as it was kept cool. Phenethyl alcohol (36.6 g, 0.30 mol) was dissolved in dichloromethane (20 ml) and charged to a dropping funnel. The phenethyl alcohol solution was added slowly dropwise to the mixture over 2 hours while stirring and keeping the temperature at about 10° C. At the end of the addition, the mixture was al... Starting materials: solution, Cl (hydrochloric acid), CC=1CS[C@H]2N(C1C(=O)OC(C)(C)C)C([C@H]2NC(COC2=CC=CC=C2)=O)=O (tert-butyl (6R,7R)-3-methyl-7-phenoxyacetamido-ceph-3-em-4-carboxylate). The reagents and catalysts are [Ti](Cl)(Cl)(Cl)Cl (Titanium tetrachloride). The solvent is O (water), ClCCl (dichloromethane). Run at temperature 0 celsius, time 2 hour. The product is CC=1CS[C@H]2N(C1C(=O)O)C([C@H]2NC(COC2=CC=CC=C2)=O)=O ((6R,7R)-3-methyl-7-phenoxyacetamidoceph-3-em-4-carboxylic acid). The yield is 86.1%. As a reaction SMILES: [CH3:1][C:2]1[CH2:3][S:4][C@@H:5]2[C@H:16]([NH:17][C:18](=[O:27])[CH2:19][O:20][C:21]3[CH:26]=[CH:25][CH:24]=[CH:23][CH:22]=3)[C:15](=[O:28])[N:6]2[C:7]=1[C:8]([O:10]C(C)(C)C)=[O:9].Cl>ClCCl.O.[Ti](Cl)(Cl)(Cl)Cl>[CH3:1][C:2]1[CH2:3][S:4][C@@H:5]2[C@H:16]([NH:17][C:18](=[O:27])[CH2:19][O:20][C:21]3[CH:22]=[CH:23][CH:24]=[CH:25][CH:26]=3)[C:15](=[O:28])[N:6]2[C:7]=1[C:8]([OH:10])=[O:9]. Reported procedure: A stirred solution of tert-butyl (6R,7R)-3-methyl-7-phenoxyacetamido-ceph-3-em-4-carboxylate (0.41 g, 1.0 mmol) in dichloromethane (25 ml) was cooled to 0° C. Titanium tetrachloride (0.38 ml, 3.5 mmol) was added in 1 min. A yellow precipitate was formed which was stirred for 2 h at 0° C. To the suspension was added a chilled 1 M solution of hydrochloric acid in water (40 ml). The organic phase was separated, washed with water and brine, dried over magnesium sulphate, and evaporated to give 0.30 ... Reactants: C1(=CC=C(C=C1)S(=O)(=O)[O-])C.[NH+]1=CC=CC=C1 (Pyridinium p-toluenesulfonate), O1CC(CCC1)O[C@@H]1CC2=CC=C3[C@@H]4CC[C@H]([C@@H](CC[C@H](C(C)(C)O)O)C)[C@]4(CC[C@@H]3[C@]2(CC1)C)C ((24R)-5,7-cholestadiene-3β,24,25-triol 3-tetrahydropyranyl ether). The solvent is C(C)O (ethanol). Run at time 2 day. The product is CC(C)([C@@H](CC[C@@H](C)[C@H]1CC[C@H]2C3=CC=C4C[C@H](CC[C@]4(C)[C@H]3CC[C@]12C)O)O)O ((24R)-5,7-cholestadiene-3β,24,25-triol). Isolated yield 67.3%. Reaction SMILES: C1(C)C=CC(S([O-])(=O)=O)=CC=1.[NH+]1C=CC=CC=1.O1CCCC([O:24][C@H:25]2[CH2:51][CH2:50][C@@:49]3([CH3:52])[C:27](=[CH:28][CH:29]=[C:30]4[C@@H:48]3[CH2:47][CH2:46][C@@:45]3([CH3:53])[C@H:31]4[CH2:32][CH2:33][C@@H:34]3[C@H:35]([CH3:44])[CH2:36][CH2:37][C@@H:38]([OH:43])[C:39]([OH:42])([CH3:41])[CH3:40])[CH2:26]2)C1>C(O)C>[CH3:40][C:39]([OH:42])([C@H:38]([OH:43])[CH2:37][CH2:36][C@H:35]([C@@H:34]1[C@:45]2([CH3:53])[C@H:31]([C:30]3[C@H:48]([CH2:47][CH2:46]2)[C@:49]2([CH3:52])[C:27]([CH2:26][C@@H:25]([OH:24])[CH2:51][CH2:50]2)=[CH:28][CH:29]=3)[CH2:32][CH2:33]1)[CH3:44])[CH3:41] |f:0.1|. Reported procedure: Pyridinium p-toluenesulfonate (12.5 mg) was added to a solution of (24R)-5,7-cholestadiene-3β,24,25-triol 3-tetrahydropyranyl ether (25 mg) in 2 ml of ethanol in an argon stream under stirring, and the mixture was left to stand at room temperature for 2 days. The reaction mixture was evaporated with 40 ml of ethyl acetate. The organic layer was washed with saturated brine and dried over anhydrous sodium sulfate. The solvent was evaporated under reduced pressure to give 14 mg (67%) of (24R)-5,7-c... Starting materials: COC(=O)C(NC(=O)OCC1=CC=CC=C1)P(=O)(OC)OC (N-(Benzyloxycarbonyl)-α-phosphonoglycine trimethyl ester), C1CCC2=NCCCN2CC1 (DBU), FC(CC=O)(F)F (3,3,3-Trifluoropropanal). Solvent: C(Cl)Cl (Methylene chloride), C(Cl)Cl (methylene chloride). Run at temperature -30 celsius. The product is COC(C(=CCC(F)(F)F)NC(=O)OCC1=CC=CC=C1)=O (2-benzyloxycarbonylamino-5,5,5-trifluoro-pent-2-enoic acid methyl ester). Reaction SMILES: [CH3:1][O:2][C:3]([CH:5](P(OC)(OC)=O)[NH:6][C:7]([O:9][CH2:10][C:11]1[CH:16]=[CH:15][CH:14]=[CH:13][CH:12]=1)=[O:8])=[O:4].C1CCN2C(=NCCC2)CC1.[F:34][C:35]([F:40])([F:39])[CH2:36][CH:37]=O>C(Cl)Cl>[CH3:1][O:2][C:3](=[O:4])[C:5]([NH:6][C:7]([O:9][CH2:10][C:11]1[CH:12]=[CH:13][CH:14]=[CH:15][CH:16]=1)=[O:8])=[CH:37][CH2:36][C:35]([F:40])([F:39])[F:34]. Reported procedure: N-(Benzyloxycarbonyl)-α-phosphonoglycine trimethyl ester and DBU were dissolved in dry methylene chloride (50 mL) and the reaction mixture was chilled to −30° C. 3,3,3-Trifluoropropanal (1 eq) was added dropwise to the chilled and stirred solution and the reaction was allowed to stir for an additional hour at −30° C., and then overnight at ambient temperature. Methylene chloride (ca. 100 mL) was added and the organic phase was washed with 1N HCl (ca. 100 mL), then saturated brine (ca. 100 mL). T... Reactants: carbons, C(C)OC(=O)C=1NC=CC1C (3-Methyl-1H-pyrrole-2-carboxylic acid ethyl ester), FC(C1=CC=C(C=C1)CC(=O)Cl)(F)F ((4-trifluoromethylphenyl)-acetyl chloride), carbons, CH3 carbons. The product is C(C)OC(=O)C=1NC=C(C1C)C(CC1=CC=C(C=C1)C(F)(F)F)=O (3-methyl-4-[2-(4-trifluoromethylphenyl)-acetyl]-1H-pyrrole-2-carboxylic acid ethyl ester). Reaction SMILES: [CH2:1]([O:3][C:4]([C:6]1[NH:7][CH:8]=[CH:9][C:10]=1[CH3:11])=[O:5])[CH3:2].[F:12][C:13]([F:25])([F:24])[C:14]1[CH:19]=[CH:18][C:17]([CH2:20][C:21](Cl)=[O:22])=[CH:16][CH:15]=1>>[CH2:1]([O:3][C:4]([C:6]1[NH:7][CH:8]=[C:9]([C:21](=[O:22])[CH2:20][C:17]2[CH:16]=[CH:15][C:14]([C:13]([F:24])([F:12])[F:25])=[CH:19][CH:18]=2)[C:10]=1[CH3:11])=[O:5])[CH3:2]. Procedure details: 3-Methyl-4-[2-(4-trifluoromethylphenyl)acetyl]-1H-pyrrole-2-carboxylic acid ethyl ester (100) was synthesized from 3-methyl-1H-pyrrole-2-carboxylic acid ethyl ester (84) and (4-trifluoromethylphenyl)-acetyl chloride following the procedure described in Example 32. Crude yield: 96%. 1H-NMR (400 MHz, CDCl3): δ 1.38 (t, 3H), 2.61 (s, 3H), 4.11 (s, 2H), 4.35 (q, 2H), 7.37 (m, 2H), 7.51 (d, 1H), 7.58 (m, 2H), 9.29 (s broad, 1H) ppm. 13C-NMR (100 MHz, CDCl3): δ 11.71, 14.41, 46.90, 60.78, 123.70, 124....